From a dataset of the Open Reaction Database (ORD), a public repository of structured organic reaction records. describe an organic reaction: reactants, conditions, products, and yield The reactants are ClC=1C=C(C(=O)OC2SC(=C(NC2=O)C)C2=CC=NC=C2)C=CC1 (2-(3-chlorobenzoyloxy)-5-methyl-6-(4-pyridinyl)-2H-1,4-thiazin-3(4H)-one), C1(=CC=CC=C1)O (phenol). Run in C(C)#N (acetonitrile). Run at temperature 50 celsius, time 35 hour. Yields the product OC1=CC=C(C=C1)C1SC(=C(NC1=O)C)C1=CC=NC=C1 (2-(4-hydroxyphenyl)-5-methyl-6-(4-pyridinyl)-2H-1,4-thiazin-3(4H)-one). Isolated yield 23.4%. Reaction SMILES: ClC1C=C(C=CC=1)C(O[CH:8]1[C:13](=[O:14])[NH:12][C:11]([CH3:15])=[C:10]([C:16]2[CH:21]=[CH:20][N:19]=[CH:18][CH:17]=2)[S:9]1)=O.[C:25]1([OH:31])[CH:30]=[CH:29][CH:28]=[CH:27][CH:26]=1>C(#N)C>[OH:31][C:25]1[CH:30]=[CH:29][C:28]([CH:8]2[C:13](=[O:14])[NH:12][C:11]([CH3:15])=[C:10]([C:16]3[CH:17]=[CH:18][N:19]=[CH:20][CH:21]=3)[S:9]2)=[CH:27][CH:26]=1. Reported procedure: Silica gel (Wakogel C-200, 40 mg) was added as catalyst to a solution of 2-(3-chlorobenzoyloxy)-5-methyl-6-(4-pyridinyl)-2H-1,4-thiazin-3(4H)-one (0.98 g) and phenol (0.51 g) in acetonitrile (20 ml) and the mixture was stirred at 50° C. for 35 hours. The mixture was chromatographed on silica gel (Wakogel C-200) column, using chloroform-acetonitrile (=5:1) as an eluant. The residue was recrystallized from ethanol to give the titled compound (0.19 g, yield 23.4%) as pale yellow powder. The reactants are S1C(=CSC2=C1C=CC=C2)C(C(=O)O)=NOC (2-(1,4-Benzodithiin-2-yl)-2-methoxyiminoacetic acid), NC1[C@@H]2N(C(=C(CS2)CSC=2SC=NN2)C(=O)O)C1=O (7-amino-3-(1,3,4-thiadiazol-2-yl)thiomethyl-3-cephem-4-carboxylic acid). Yields the product S1C(=CSC2=C1C=CC=C2)C(C(=O)NC2[C@@H]1N(C(=C(CS1)CSC=1SC=NN1)C(=O)O)C2=O)=NOC (7-[2-(1,4-Benzodithiin-2-yl)-2-methoxyiminoacetamido]-3-(1,3,4-thiadiazol-2-yl)thiomethyl-3-cephem-4-carboxylic acid). RXN SMILES: [S:1]1[C:6]2[CH:7]=[CH:8][CH:9]=[CH:10][C:5]=2[S:4][CH:3]=[C:2]1[C:11](=[N:15][O:16][CH3:17])[C:12]([OH:14])=O.[NH2:18][CH:19]1[C:36](=[O:37])[N:21]2[C:22]([C:33]([OH:35])=[O:34])=[C:23]([CH2:26][S:27][C:28]3[S:29][CH:30]=[N:31][N:32]=3)[CH2:24][S:25][C@H:20]12>>[S:1]1[C:6]2[CH:7]=[CH:8][CH:9]=[CH:10][C:5]=2[S:4][CH:3]=[C:2]1[C:11](=[N:15][O:16][CH3:17])[C:12]([NH:18][CH:19]1[C:36](=[O:37])[N:21]2[C:22]([C:33]([OH:35])=[O:34])=[C:23]([CH2:26][S:27][C:28]3[S:29][CH:30]=[N:31][N:32]=3)[CH2:24][S:25][C@H:20]12)=[O:14]. Procedure details: 2-(1,4-Benzodithiin-2-yl)-2-methoxyiminoacetic acid (syn isomer, 0.75 g.) was allowed to react with 7-amino-3-(1,3,4-thiadiazol-2-yl)thiomethyl-3-cephem-4-carboxylic acid (1 g.) in a similar manner to that of Example 1 to give the captioned compound (0.7 g.), yellow powder, mp. 142° to 147° C. (dec.).